This data is from the Open Reaction Database (ORD), a public repository of structured organic reaction records. The task is: describe an organic reaction: reactants, conditions, products, and yield RXN SMILES: C(O[I:5]([C:10]1[CH:15]=[CH:14][CH:13]=[CH:12][CH:11]=1)OC(=O)C)(=O)C.[Si]([O:20][S:21]([C:24]([F:27])([F:26])[F:25])(=[O:23])=[O:22])(C)(C)C.[CH3:28][O:29][C:30]1[CH:35]=[CH:34][N:33]=[CH:32][CH:31]=1>>[F:25][C:24]([F:27])([F:26])[S:21]([O-:23])(=[O:22])=[O:20].[F:25][C:24]([F:27])([F:26])[S:21]([O-:23])(=[O:22])=[O:20].[C:10]1([I:5]([N+:33]2[CH:34]=[CH:35][C:30]([O:29][CH3:28])=[CH:31][CH:32]=2)[N+:33]2[CH:34]=[CH:35][C:30]([O:29][CH3:28])=[CH:31][CH:32]=2)[CH:11]=[CH:12][CH:13]=[CH:14][CH:15]=1 |f:3.4.5|. Starting materials: C(C)(=O)OI(OC(C)=O)C1=CC=CC=C1 ((diacetoxyiodo)benzene), [Si](C)(C)(C)OS(=O)(=O)C(F)(F)F (TMSOTf), COC1=CC=NC=C1 (4-Methoxypyridine). The product is FC(S(=O)(=O)[O-])(F)F.FC(S(=O)(=O)[O-])(F)F.C1(=CC=CC=C1)I([N+]1=CC=C(C=C1)OC)[N+]1=CC=C(C=C1)OC (1,1′-(phenyl-λ3-iodanediyl)bis(4-methoxypyridinium) bis(trifluoromethanesulfonate)). Procedure details: Based on a reported procedure: All manipulations were carried out in a dry box under a N2 atmosphere. To (diacetoxyiodo)benzene (3.00 g, 9.31 mmol, 1.00 equiv) dissolved in CH2C12 (100 mL) in a round-bottom flask was added TMSOTf (4.14 g, 18.6 mmol, 2.00 equiv) dropwise over 1 minute at 23 ° C. 4-Methoxypyridine (2.03 g, 18.6 mmol, 2.00 equiv) in CH2C12 (15 mL) was added to the solution dropwise over 5 minutes. The reaction mixture was concentrate until a white solid was observed. To the reactio... The yield is 97.3%. The reactants are C(C1=CC=CC=C1)(=O)C=CC(=O)O (3-benzoylacrylic acid), C(C)(C)Br (isopropylbromide), C([O-])([O-])=O.[K+].[K+] (potassium carbonate), [I-].[Na+] (sodium iodide). Solvent: CN(C=O)C (dimethylformamide), O (water). Conditions: time 4 hour. The product is C(C1=CC=CC=C1)(=O)C=CC(=O)OC(C)C (isopropyl 3-benzoylacrylate). Reaction SMILES: [C:1]([CH:9]=[CH:10][C:11]([OH:13])=[O:12])(=[O:8])[C:2]1[CH:7]=[CH:6][CH:5]=[CH:4][CH:3]=1.[CH:14](Br)([CH3:16])[CH3:15].C(=O)([O-])[O-].[K+].[K+].[I-].[Na+]>CN(C)C=O.O>[C:1]([CH:9]=[CH:10][C:11]([O:13][CH:14]([CH3:16])[CH3:15])=[O:12])(=[O:8])[C:2]1[CH:7]=[CH:6][CH:5]=[CH:4][CH:3]=1 |f:2.3.4,5.6|. Procedure details: To a solution of 3.52 g of 3-benzoylacrylic acid in 30 ml of dimethylformamide were added 8 ml of isopropylbromide, 5.5 g of potassium carbonate and a catalystic amount of sodium iodide. The mixture was stirred at room temperature for 4 hours and allowed to stand overnight. To the reaction solution was added water, the mixture was extracted with diethyl ether, and the diethyl ether layer was washed with water and dried over magnesium sulfate. The diethyl ether was removed from the solution by ev...